Task: describe an organic reaction: reactants, conditions, products, and yield. Dataset: the Open Reaction Database (ORD), a public repository of structured organic reaction records The reactants are CC(C)(C)OC(=O)N1CCC(Cc2c[nH]c3ccc(F)cc23)CC1, [H-], [Na+], C1CCOC1, O=S(=O)(Cl)c1ccccc1. Product: CC(C)(C)OC(=O)N1CCC(Cc2cn(S(=O)(=O)c3ccccc3)c3ccc(F)cc23)CC1. RXN SMILES: [F:1][c:2]1[cH:3][c:4]2[c:5]([CH2:11][CH:12]3[CH2:13][CH2:14][N:15]([C:18](=[O:19])[O:20][C:21]([CH3:22])([CH3:23])[CH3:24])[CH2:16][CH2:17]3)[cH:6][nH:7][c:8]2[cH:9][cH:10]1.[H-:26].[Na+:25].[O:37]1[CH2:38][CH2:39][CH2:40][CH2:41]1.[c:27]1([S:33](=[O:34])(=[O:35])[Cl:36])[cH:28][cH:29][cH:30][cH:31][cH:32]1>>[F:1][c:2]1[cH:3][c:4]2[c:5]([CH2:11][CH:12]3[CH2:13][CH2:14][N:15]([C:18](=[O:19])[O:20][C:21]([CH3:22])([CH3:23])[CH3:24])[CH2:16][CH2:17]3)[cH:6][n:7]([S:33]([c:27]3[cH:28][cH:29][cH:30][cH:31][cH:32]3)(=[O:34])=[O:35])[c:8]2[cH:9][cH:10]1. Starting materials: C(C)NCCCOC=1C=NC=CC1 (ethyl(3-(3-pyridyloxy)propyl)amine), O=C([C@H](O)[C@@H](O)[C@@H](O)[C@H](O)C(=O)O)O (galactaric acid), O (Water). Solvent: C(C)O (ethanol). Product: O=C([C@H](O)[C@@H](O)[C@@H](O)[C@H](O)C(=O)O)O.C(C)NCCCOC=1C=NC=CC1.C(C)NCCCOC=1C=NC=CC1 (Ethyl(3-(3-pyridyloxy)propyl)amine Hemigalactarate). Reaction SMILES: [CH2:1]([NH:3][CH2:4][CH2:5][CH2:6][O:7][C:8]1[CH:9]=[N:10][CH:11]=[CH:12][CH:13]=1)[CH3:2].[O:14]=[C:15]([OH:27])[C@@H:16]([C@H:18]([C@H:20]([C@@H:22]([C:24]([OH:26])=[O:25])[OH:23])[OH:21])[OH:19])[OH:17].O>C(O)C>[O:14]=[C:15]([OH:27])[C@@H:16]([C@H:18]([C@H:20]([C@@H:22]([C:24]([OH:26])=[O:25])[OH:23])[OH:21])[OH:19])[OH:17].[CH2:1]([NH:3][CH2:4][CH2:5][CH2:6][O:7][C:8]1[CH:9]=[N:10][CH:11]=[CH:12][CH:13]=1)[CH3:2].[CH2:1]([NH:3][CH2:4][CH2:5][CH2:6][O:7][C:8]1[CH:9]=[N:10][CH:11]=[CH:12][CH:13]=1)[CH3:2] |f:4.5.6|. Reported procedure: To a solution of ethyl(3-(3-pyridyloxy)propyl)amine (400 mg, 2.20 mmol) in ethanol (11 mL) was added galactaric acid (233 mg, 1.10 mmol). Water (3.5 mL) was added drop-wise, while warming the solution to reflux. To remove some white, insoluble solids, the warm solution was filtered through a glass wool plug, washing the filter plug with a warm solution of ethanol-water (4:1, v/v) (3.5 mL). The filtrate was diluted with ethanol (17 mL). The mixture was allowed to cool to ambient temperature and w... RXN SMILES: Cl[C:2]1[CH:3]=[C:4]([N:8]2[C:17]3[N:16]=[CH:15][CH:14]=[CH:13][C:12]=3[C:11]3[N:18](CC4C=CC=CC=4)[CH:19]([CH3:21])[CH2:20][C:10]=3[C:9]2=[O:29])[CH:5]=[CH:6][CH:7]=1.Cl[C:31]1[CH:32]=[C:33]([N:37]2[C:46]3[C:41](=[CH:42][CH:43]=[CH:44][N:45]=3)[C:40]([OH:47])=[C:39]([CH2:48][CH:49]([OH:51])[CH3:50])[C:38]2=[O:52])[CH:34]=[CH:35][CH:36]=1.C1(N2C3C(=CC=CN=3)[C:62]([OH:69])=C(CCO)C2=O)C=CC=CC=1>>[CH3:40][O:47][C:2]1[CH:3]=[C:4]([N:8]2[C:17]3[N:16]=[CH:15][CH:14]=[CH:13][C:12]=3[C:11]3[N:18]([OH:69])[CH:19]([CH3:21])[CH2:20][C:10]=3[C:9]2=[O:29])[CH:5]=[CH:6][CH:7]=1.[OH:47][C:40]1[C:41]2[C:46](=[N:45][CH:44]=[CH:43][CH:42]=2)[N:37]([C:33]2[CH:34]=[CH:35][CH:36]=[C:31]([O:69][CH3:62])[CH:32]=2)[C:38](=[O:52])[C:39]=1[CH2:48][CH:49]([OH:51])[CH3:50]. Product: COC=1C=C(C=CC1)N1C(C2=C(C=3C=CC=NC13)N(C(C2)C)O)=O (1,2,3,5-tetrahydro-5-(3-methoxyphenyl)-1-hydroxy-2-methyl-4H-pyrrolo[3,2-c][1,8]naphthyridin-4-one), OC1=C(C(N(C2=NC=CC=C12)C1=CC(=CC=C1)OC)=O)CC(C)O (4-hydroxy-1-(3-methoxyphenyl)-3-(2-hydroxypropyl)-[1,8]naphthyridin-2-one). Reported procedure: This procedure will also produce 1,2,3,5-tetrahydro-5-(3-chlorophenyl)-2-methyl-1-(phenylmethyl)-4H-pyrrolo[3,2-c][1,8]naphthyridin-4-one when 1-(3-chlorophenyl)-3-(2-hydroxypropyl)-4-hydroxy-[1,8]naphthyridin-2-one is substituted for 1-phenyl-3-(2-hydroxyethyl)-4-hydroxy-[1,8]naphthyridin-2-one. Furthermore, 1,2,3,5-tetrahydro-5-(3-methoxyphenyl)-1-hydroxy-2-methyl-4H-pyrrolo[3,2-c][1,8]naphthyridin-4-one is produced by this procedure when 4-hydroxy-1-(3-methoxyphenyl)-3-(2-hydroxypropyl)-[1,8]... Starting materials: C1(=CC=CC=C1)N1C(C(=C(C2=CC=CN=C12)O)CCO)=O (1-phenyl-3-(2-hydroxyethyl)-4-hydroxy-[1,8]naphthyridin-2-one), ClC=1C=C(C=CC1)N1C(C2=C(C=3C=CC=NC13)N(C(C2)C)CC2=CC=CC=C2)=O (1,2,3,5-tetrahydro-5-(3-chlorophenyl)-2-methyl-1-(phenylmethyl)-4H-pyrrolo[3,2-c][1,8]naphthyridin-4-one), ClC=1C=C(C=CC1)N1C(C(=C(C2=CC=CN=C12)O)CC(C)O)=O (1-(3-chlorophenyl)-3-(2-hydroxypropyl)-4-hydroxy-[1,8]naphthyridin-2-one). Reactants: COC=1C=C2CC[C@H]([C@H](C2=CC1)CS(=O)(=O)OC)C1=CC=C(C=C1)OC (methyl (1R*,2R*)-1,2,3,4-tetrahydro-6-methoxy-2-(4-methoxyphenyl)-1-naphthylmethanesulphonate), N1C=NC=C1 (imidazole), C([O-])([O-])=O.[K+].[K+] (potassium carbonate). Run in C(C)#N (acetonitrile). The product is N1(C=NC=C1)C[C@@H]1[C@@H](CCC2=CC(=CC=C12)OC)C1=CC=C(C=C1)OC ((1R*,2R*)-1,2,3,4-tetrahydro-1-(1H-imidazol-1-ylmethyl)-6-methoxy-2-(4-methoxyphenyl)naphthalene). RXN SMILES: [CH3:1][O:2][C:3]1[CH:4]=[C:5]2[C:10](=[CH:11][CH:12]=1)[C@H:9]([CH2:13]S(OC)(=O)=O)[C@H:8]([C:19]1[CH:24]=[CH:23][C:22]([O:25][CH3:26])=[CH:21][CH:20]=1)[CH2:7][CH2:6]2.[NH:27]1[CH:31]=[CH:30][N:29]=[CH:28]1.C(=O)([O-])[O-].[K+].[K+]>C(#N)C>[N:27]1([CH2:13][C@H:9]2[C:10]3[C:5](=[CH:4][C:3]([O:2][CH3:1])=[CH:12][CH:11]=3)[CH2:6][CH2:7][C@H:8]2[C:19]2[CH:24]=[CH:23][C:22]([O:25][CH3:26])=[CH:21][CH:20]=2)[CH:31]=[CH:30][N:29]=[CH:28]1 |f:2.3.4|. Procedure: A mixture of methyl (1R*,2R*)-1,2,3,4-tetrahydro-6-methoxy-2-(4-methoxyphenyl)-1-naphthylmethanesulphonate (1 g), imidazole (1.2 g) and potassium carbonate (1.2 g) in acetonitrile (75 ml) was stirred and heated under reflux for 24 h. The acetonitrile was evaporated under reduced pressure, and the residue was dissolved in a mixture of ethyl acetate (50 ml) and water (50 ml). The organic layer was separated, and the aqueous layer was extracted twice with ethyl acetate (50 ml). The combined ethyl a... Reactants: O=C1CCC(=O)N1Br, O=C(OOC(=O)c1ccccc1)c1ccccc1, CC#N, CC(=O)NCC1OC(=O)N2c3ccccc3CC12. The product is CC(=O)NCC1OC(=O)N2c3ccc(Br)cc3CC12. As a reaction SMILES: [Br:19][N:20]1[C:21](=[O:22])[CH2:23][CH2:24][C:25]1=[O:26].[C:27]([O:28][O:29][C:30](=[O:31])[c:32]1[cH:33][cH:34][cH:35][cH:36][cH:37]1)(=[O:38])[c:39]1[cH:40][cH:41][cH:42][cH:43][cH:44]1.[CH3:45][C:46]#[N:47].[O:1]=[C:2]1[O:3][CH:4]([CH2:14][NH:15][C:16]([CH3:17])=[O:18])[CH:5]2[N:6]1[c:7]1[cH:8][cH:9][cH:10][cH:11][c:12]1[CH2:13]2>>[O:1]=[C:2]1[O:3][CH:4]([CH2:14][NH:15][C:16]([CH3:17])=[O:18])[CH:5]2[N:6]1[c:7]1[cH:8][cH:9][c:10]([Br:19])[cH:11][c:12]1[CH2:13]2. The reactants are resultant solution, C1(=CC=CC=C1)OC (anisole), FC(C(=O)O)(F)F (trifluoroacetic acid), NC=1SC(=C(N1)C(C(=O)NC1[C@@H]2N(C(=CCS2)C(=O)O)C1=O)=NOCC(=O)OC(C)(C)C)Cl (7-[2-(2-amino-5-chlorothiazol-4-yl)-2-tert-butoxycarbonylmethoxyiminoacetamido]-3-cephem-4-carboxylic acid). Solvent: petroleum ether, CCOCC (ether). Product: NC=1SC(=C(N1)C(C(=O)NC1[C@@H]2N(C(=CCS2)C(=O)O)C1=O)=NOCC(=O)O)Cl (7-[2-(2-amino-5-chlorothiazol-4-yl)-2-carboxymethoxyiminoacetamido]-3-cephem-4-carboxylic acid). Yield: 79.2%. RXN SMILES: C1(OC)C=CC=CC=1.FC(F)(F)C(O)=O.[NH2:16][C:17]1[S:18][C:19]([Cl:48])=[C:20]([C:22](=[N:38][O:39][CH2:40][C:41]([O:43]C(C)(C)C)=[O:42])[C:23]([NH:25][CH:26]2[C:36](=[O:37])[N:28]3[C:29]([C:33]([OH:35])=[O:34])=[CH:30][CH2:31][S:32][C@H:27]23)=[O:24])[N:21]=1>CCOCC>[NH2:16][C:17]1[S:18][C:19]([Cl:48])=[C:20]([C:22](=[N:38][O:39][CH2:40][C:41]([OH:43])=[O:42])[C:23]([NH:25][CH:26]2[C:36](=[O:37])[N:28]3[C:29]([C:33]([OH:35])=[O:34])=[CH:30][CH2:31][S:32][C@H:27]23)=[O:24])[N:21]=1. Procedure: To a mixture of anisole (2 ml) and trifluoroacetic acid (6 ml) was added 7-[2-(2-amino-5-chlorothiazol-4-yl)-2-tert-butoxycarbonylmethoxyiminoacetamido]-3-cephem-4-carboxylic acid (syn isomer)(1.7 g) at 20° to 25° C. with stirring. The reaction mixture was stirred for an hour at the same temperature. The resultant solution was poured into a mixed solvent of dissopropyl ether (300 ml) and petroleum ether (100 ml). The precipitates were collected by filtration, washed with petroleum ether, and wer... Run at time 2.5 hour. Reactants: C(=O)(OCC1=CC=CC=C1)Cl (carbobenzoxychloride), C(O)([O-])=O.[Na+] (sodium hydrogen carbonate), C(=O)(OCC1=CC=CC=C1)Cl (carbobenzoxychloride), C(O)([O-])=O.[Na+] (sodium hydrogen carbonate), NC1=C(C=C(C(=O)O)C=C1)C (4-Amino-3-methylbenzoic acid), Cl (HCl). Yield: 45.3%. Yields the product C(=O)(OCC1=CC=CC=C1)NC1=C(C=C(C(=O)O)C=C1)C (N-Carbobenzoxy-4-amino-3-methylbenzoic Acid). Procedure: 4-Amino-3-methylbenzoic acid (5.0 g) was suspended in water (80 ml) and, thereafter, an ether solution (20 ml) of carbobenzoxychloride (3.7 g) and sodium hydrogen carbonate (3.6 g) were alternately added to the suspension under cooling with ice. Following stirring for 2.5 h at room temperature, an ether solution (95 ml) of carbobenzoxychloride (3.7 g) and sodium hydrogen carbonate (7.2 g) were further added alternately under cooling with ice, and the mixture was stirred for 1.5 h at room tempera... Run in CCOCC (ether), CCOCC (ether), O (water). As a reaction SMILES: [NH2:1][C:2]1[CH:10]=[CH:9][C:5]([C:6]([OH:8])=[O:7])=[CH:4][C:3]=1[CH3:11].[C:12](Cl)([O:14][CH2:15][C:16]1[CH:21]=[CH:20][CH:19]=[CH:18][CH:17]=1)=[O:13].C(=O)([O-])O.[Na+].Cl>O.CCOCC>[C:12]([NH:1][C:2]1[CH:10]=[CH:9][C:5]([C:6]([OH:8])=[O:7])=[CH:4][C:3]=1[CH3:11])([O:14][CH2:15][C:16]1[CH:21]=[CH:20][CH:19]=[CH:18][CH:17]=1)=[O:13] |f:2.3|.